From a dataset of the Open Reaction Database (ORD), a public repository of structured organic reaction records. describe an organic reaction: reactants, conditions, products, and yield Reaction SMILES: [C:50](=[O:51])([O-:52])[O-:53].[C:56]([Cl:57])([Cl:58])([Cl:59])[Cl:60].[CH3:1][O:2][c:3]1[cH:4][c:5]([CH2:11][CH2:12][NH:13][C:14]([C:15](=[CH:16][O:17][CH2:18][C:19]#[CH:20])[c:21]2[cH:22][c:23]3[c:28]([cH:29][cH:30]2)[CH2:27][CH2:26][CH2:25][CH2:24]3)=[O:31])[cH:6][cH:7][c:8]1[O:9][CH3:10].[CH3:33][CH2:34][CH2:35][CH2:36][N+:37]([CH2:38][CH2:39][CH2:40][CH3:41])([CH2:42][CH2:43][CH2:44][CH3:45])[CH2:46][CH2:47][CH2:48][CH3:49].[F-:32].[K+:54].[K+:55].[OH2:61]>>[CH3:1][O:2][c:3]1[cH:4][c:5]([CH2:11][CH2:12][NH:13][C:14]([C:15](=[CH:16][O:17][CH2:18][C:19]#[C:20][Cl:57])[c:21]2[cH:22][c:23]3[c:28]([cH:29][cH:30]2)[CH2:27][CH2:26][CH2:25][CH2:24]3)=[O:31])[cH:6][cH:7][c:8]1[O:9][CH3:10]. Reactants: O=C([O-])[O-], ClC(Cl)(Cl)Cl, C#CCOC=C(C(=O)NCCc1ccc(OC)c(OC)c1)c1ccc2c(c1)CCCC2, CCCC[N+](CCCC)(CCCC)CCCC, [F-], [K+], [K+], O. Product: COc1ccc(CCNC(=O)C(=COCC#CCl)c2ccc3c(c2)CCCC3)cc1OC.